Dataset: the Open Reaction Database (ORD), a public repository of structured organic reaction records. Task: describe an organic reaction: reactants, conditions, products, and yield Starting materials: BrC1=CC(=C(C=C1F)O)OC (4-bromo-5-fluoro-2-methoxyphenol), B(Br)(Br)Br (Boron tribromide). Solvent: C(Cl)Cl (CH2Cl2). Conditions: temperature 0 celsius, time 18 hour. Product: BrC=1C=C(C(=CC1F)O)O (4-bromo-5-fluorobenzene-1,2-diol). Isolated yield 96.1%. As a reaction SMILES: [Br:1][C:2]1[C:7]([F:8])=[CH:6][C:5]([OH:9])=[C:4]([O:10]C)[CH:3]=1.B(Br)(Br)Br>C(Cl)Cl>[Br:1][C:2]1[CH:3]=[C:4]([OH:10])[C:5]([OH:9])=[CH:6][C:7]=1[F:8]. Procedure: To CH2Cl2 (30 mL) in a 50 mL round bottom flask was added 4-bromo-5-fluoro-2-methoxyphenol (2 g, 9.05 mmol). The reaction mixture was cooled to 0° C. in an ice/water bath. Boron tribromide (1.027 mL, 10.86 mmol) was slowly added via syringe over 5 min, and the ice/water bath was removed. The reaction mixture was allowed to warm to room temperature and was stirred for 18 h. The reaction mixture was placed in an ice/water bath and methanol (30 mL) was slowly added via syringe. Upon removal of the ... Yields the product C1(=CC=CC=C1)S(=O)(=O)N1C(=CC2=CC=CC=C12)C(=O)OCC (ethyl 1-phenylsulfonylindole-2-carboxylate). Procedure details: To a stirred and cooled (to about 0° C.) solution of ethyl indole-2-carboxylate 10 (1 eq.) in DMF (2 ml/mmol) under N2, was added NaH (60% in oil, 1.2 eq.) portionwise. When gas evolution stopped, benzenesulfonyl chloride (1.2 eq.) was added. The reaction mixture was stirred for about 1 hour (TLC monitoring, eluent dichloromethane); a small amount of water then was added carefully and the DMF was evaporated. The crude residue was dissolved in ethyl acetate and washed with water and brine. After ... Solvent: CN(C)C=O (DMF), O (water). Reactants: [H-].[Na+] (NaH), ClCCl (dichloromethane), N1C(=CC2=CC=CC=C12)C(=O)OCC (ethyl indole-2-carboxylate), C1(=CC=CC=C1)S(=O)(=O)Cl (benzenesulfonyl chloride). As a reaction SMILES: [NH:1]1[C:9]2[C:4](=[CH:5][CH:6]=[CH:7][CH:8]=2)[CH:3]=[C:2]1[C:10]([O:12][CH2:13][CH3:14])=[O:11].[H-].[Na+].[C:17]1([S:23](Cl)(=[O:25])=[O:24])[CH:22]=[CH:21][CH:20]=[CH:19][CH:18]=1.ClCCl>CN(C=O)C.O>[C:17]1([S:23]([N:1]2[C:9]3[C:4](=[CH:5][CH:6]=[CH:7][CH:8]=3)[CH:3]=[C:2]2[C:10]([O:12][CH2:13][CH3:14])=[O:11])(=[O:25])=[O:24])[CH:22]=[CH:21][CH:20]=[CH:19][CH:18]=1 |f:1.2|. Starting materials: C1CCOC1, [Li]CCCC, Cc1ncc(C(=O)O)s1, Cc1onc(-c2ccc(F)cn2)c1C=O. Product: Cc1onc(-c2ccc(F)cn2)c1C(O)Cc1ncc(C(=O)O)s1. As a reaction SMILES: [CH2:30]1[O:31][CH2:32][CH2:33][CH2:34]1.[CH3:10][CH2:11][CH2:12][CH2:13][Li:14].[CH3:1][c:2]1[s:3][c:4]([C:7](=[O:8])[OH:9])[cH:5][n:6]1.[F:15][c:16]1[cH:17][cH:18][c:19](-[c:22]2[n:23][o:24][c:25]([CH3:29])[c:26]2[CH:27]=[O:28])[n:20][cH:21]1>>[CH2:1]([c:2]1[s:3][c:4]([C:7](=[O:8])[OH:9])[cH:5][n:6]1)[CH:27]([c:26]1[c:22](-[c:19]2[cH:18][cH:17][c:16]([F:15])[cH:21][n:20]2)[n:23][o:24][c:25]1[CH3:29])[OH:28]. Reactants: N1C=NC(=C1)C=1C(=NOC1C)C1=CC=CC=C1 (4-(1H-imidazol-4-yl)-5-methyl-3-phenyl-isoxazole), FC1=C(C=C(C=C1)OC)B(O)O (2-fluoro-5-methoxyphenylboronic acid). The product is FC1=C(C=C(C=C1)OC)N1C=NC(=C1)C=1C(=NOC1C)C1=CC=CC=C1 (4-[1-(2-Fluoro-5-methoxy-phenyl)-1H-imidazol-4-yl]-5-methyl-3-phenyl-isoxazole). The yield is 3.4%. RXN SMILES: [NH:1]1[CH:5]=[C:4]([C:6]2[C:7]([C:12]3[CH:17]=[CH:16][CH:15]=[CH:14][CH:13]=3)=[N:8][O:9][C:10]=2[CH3:11])[N:3]=[CH:2]1.[F:18][C:19]1[CH:24]=[CH:23][C:22]([O:25][CH3:26])=[CH:21][C:20]=1B(O)O>>[F:18][C:19]1[CH:24]=[CH:23][C:22]([O:25][CH3:26])=[CH:21][C:20]=1[N:1]1[CH:5]=[C:4]([C:6]2[C:7]([C:12]3[CH:13]=[CH:14][CH:15]=[CH:16][CH:17]=3)=[N:8][O:9][C:10]=2[CH3:11])[N:3]=[CH:2]1. Procedure details: As described for Example 3, 4-(1H-imidazol-4-yl)-5-methyl-3-phenyl-isoxazole (112.6 mg, 0.5 mmol) was converted, using 2-fluoro-5-methoxyphenylboronic acid instead of 4-fluorophenylboronic acid, to the title compound (6 mg, 3.4%) which was obtained as a white solid. MS (ESI): m/e=350.0 [M+H]+. Product: C(C)(C)N1CCC2(CC1)CSC1=C(O2)C2=CC=CC=C2C(C1=O)=O (1′-isopropylspiro[naphtho[1,2-b][1,4]oxathiine-2,4′-piperidine]-5,6-dione). Starting materials: N1CCC2(CC1)CSC1=C(O2)C2=CC=CC=C2C(C1=O)=O (spiro[naphtho[1,2-b][1,4]oxathiine-2,4′-piperidine]-5,6-dione), BrC(C)C (2-bromopropane). Procedure: Compound 152 was synthesized using spiro[naphtho[1,2-b][1,4]oxathiine-2,4′-piperidine]-5,6-dione, 2-bromopropane and conditions outlined in procedure V. M.p.=197-198° C.; 400 MHz 1H NMR (DMSO-d6) δ: 7.92-7.88 (m, 1H), 7.82-7.74 (m, 2H), 7.6-7.52 (m, 1H), 3.06 (s, 2H), 2.8-2.63 (m, 3H), 2.6-2.48 (m, 2H), 2.1-1.94 (m, 2H), 1.85-1.7 (m, 2H), 1.01 (d, J=3.1 Hz, 6H); LCMS: 344 [M+H]. RXN SMILES: [NH:1]1[CH2:6][CH2:5][C:4]2([O:11][C:10]3[C:12]4[C:17]([C:18](=[O:21])[C:19](=[O:20])[C:9]=3[S:8][CH2:7]2)=[CH:16][CH:15]=[CH:14][CH:13]=4)[CH2:3][CH2:2]1.Br[CH:23]([CH3:25])[CH3:24]>>[CH:23]([N:1]1[CH2:2][CH2:3][C:4]2([O:11][C:10]3[C:12]4[C:17]([C:18](=[O:21])[C:19](=[O:20])[C:9]=3[S:8][CH2:7]2)=[CH:16][CH:15]=[CH:14][CH:13]=4)[CH2:5][CH2:6]1)([CH3:25])[CH3:24]. Starting materials: CC(C)(C)OC(=O)Cn1c(=O)c(-c2c(Cl)cccc2Cl)cc2cnc(N)nc21, ClCCl, CCOCC, O=C(O)C(F)(F)F. The product is Nc1ncc2cc(-c3c(Cl)cccc3Cl)c(=O)n(CC(=O)O)c2n1. As a reaction SMILES: [C:1]([CH3:2])([CH3:3])([CH3:4])[O:5][C:6]([CH2:7][n:8]1[c:9](=[O:27])[c:10](-[c:19]2[c:20]([Cl:26])[cH:21][cH:22][cH:23][c:24]2[Cl:25])[cH:11][c:12]2[c:13]1[n:14][c:15]([NH2:18])[n:16][cH:17]2)=[O:28].[CH2:41]([Cl:42])[Cl:43].[CH3:36][CH2:37][O:38][CH2:39][CH3:40].[OH:29][C:30]([C:31]([F:32])([F:33])[F:34])=[O:35]>>[O:5]=[C:6]([CH2:7][n:8]1[c:9](=[O:27])[c:10](-[c:19]2[c:20]([Cl:26])[cH:21][cH:22][cH:23][c:24]2[Cl:25])[cH:11][c:12]2[c:13]1[n:14][c:15]([NH2:18])[n:16][cH:17]2)[OH:28]. Reactants: CCC(=O)CBr, COc1ccc(S)cc1OC, CC(C)=O, [K+], [K+], O=C([O-])[O-]. Product: CCC(=O)CSc1ccc(OC)c(OC)c1. RXN SMILES: [Br:12][CH2:13][C:14]([CH2:15][CH3:16])=[O:17].[CH3:1][O:2][c:3]1[cH:4][c:5]([SH:11])[cH:6][cH:7][c:8]1[O:9][CH3:10].[CH3:24][C:25](=[O:26])[CH3:27].[K+:18].[K+:19].[O-:20][C:21]([O-:22])=[O:23]>>[CH3:1][O:2][c:3]1[cH:4][c:5]([S:11][CH2:13][C:14]([CH2:15][CH3:16])=[O:17])[cH:6][cH:7][c:8]1[O:9][CH3:10]. Reactants: C[Sn](C)(C)Cl (trimethyltin chloride), [N-]=[N+]=[N-].[Na+] (sodium azide), C(C1=CC=CC=C1)OC1=C(C#N)C=CC(=C1)OCC1=CC=CC=C1 (2,4-dibenzyloxybenzonitrile). Solvent: C1(=CC=CC=C1)C (toluene). The product is O.C(C1=CC=CC=C1)OC1=C(C=CC(=C1)OCC1=CC=CC=C1)C=1N=NNN1 (5-(2,4-dibenzyloxyphenyl)-2H-tetrazole hydrate). Isolated yield 137.4%. As a reaction SMILES: [CH2:1]([O:8][C:9]1[CH:16]=[C:15]([O:17][CH2:18][C:19]2[CH:24]=[CH:23][CH:22]=[CH:21][CH:20]=2)[CH:14]=[CH:13][C:10]=1[C:11]#[N:12])[C:2]1[CH:7]=[CH:6][CH:5]=[CH:4][CH:3]=1.C[Sn](Cl)(C)C.[N-:30]=[N+:31]=[N-:32].[Na+]>C1(C)C=CC=CC=1>[OH2:8].[CH2:1]([O:8][C:9]1[CH:16]=[C:15]([O:17][CH2:18][C:19]2[CH:24]=[CH:23][CH:22]=[CH:21][CH:20]=2)[CH:14]=[CH:13][C:10]=1[C:11]1[N:30]=[N:31][NH:32][N:12]=1)[C:2]1[CH:3]=[CH:4][CH:5]=[CH:6][CH:7]=1 |f:2.3,5.6|. Procedure details: A suspension of 2,4-dibenzyloxybenzonitrile (1.89 g) in dry toluene (200 mL) is treated with trimethyltin chloride (6 g) and sodium azide (2 g). The mixture is stirred at reflux for 3 days, evaporated and the residue partitioned between dichloromethane (250 mL) and water (165 mL). The organic phase is washed with brine (165 mL), dried over magnesium sulphate and evaporated. The resulting semi-solid is triturated with ether (30 mL) and the solid washed with pentane and crystallised from a mixture... The reactants are COC(CC1=CC(=CC(=C1)OC1=C(C=C(C=C1)NC(C(C)(C)C)=O)CSCC(F)(F)F)Cl)=O ({3-chloro-5-[4-(2,2-dimethyl-propionylamino)-2-(2,2,2-trifluoro-ethylsulfanylmethyl)-phenoxy]-phenyl}-acetic acid methyl ester), [OH-].[Li+] (lithium hydroxide), Cl (HCl). Solvent: C1CCOC1.O.CO (THF H2O MeOH). Run at time 8 hour. The product is ClC=1C=C(C=C(C1)OC1=C(C=C(C=C1)NC(C(C)(C)C)=O)CSCC(F)(F)F)CC(=O)O ({3-Chloro-5-[4-(2,2-dimethyl-propionylamino)-2-(2,2,2-trifluoro-ethylsulfanylmethyl)-phenoxy]-phenyl}-acetic acid). RXN SMILES: C[O:2][C:3](=[O:33])[CH2:4][C:5]1[CH:10]=[C:9]([O:11][C:12]2[CH:17]=[CH:16][C:15]([NH:18][C:19](=[O:24])[C:20]([CH3:23])([CH3:22])[CH3:21])=[CH:14][C:13]=2[CH2:25][S:26][CH2:27][C:28]([F:31])([F:30])[F:29])[CH:8]=[C:7]([Cl:32])[CH:6]=1.[OH-].[Li+].Cl>C1COCC1.O.CO>[Cl:32][C:7]1[CH:6]=[C:5]([CH2:4][C:3]([OH:33])=[O:2])[CH:10]=[C:9]([O:11][C:12]2[CH:17]=[CH:16][C:15]([NH:18][C:19](=[O:24])[C:20]([CH3:23])([CH3:22])[CH3:21])=[CH:14][C:13]=2[CH2:25][S:26][CH2:27][C:28]([F:30])([F:31])[F:29])[CH:8]=1 |f:1.2,4.5.6|. Reported procedure: To {3-chloro-5-[4-(2,2-dimethyl-propionylamino)-2-(2,2,2-trifluoro-ethylsulfanylmethyl)-phenoxy]-phenyl}-acetic acid methyl ester (0.038 g, 0.08 mmol) in THF:H2O:MeOH (2:1:2; 2 mL) was added 1N aqueous lithium hydroxide, and the mixture was stirred at room temperature overnight. The mixture was acidified to pH 5 with 10% aqueous HCl, and extracted with EtOAc. The crude material was purified by preparative HPLC to give the title compound.